Dataset: the Open Reaction Database (ORD), a public repository of structured organic reaction records. Task: describe an organic reaction: reactants, conditions, products, and yield The reactants are C1(CC1)COC1=C(C=CC(=N1)C(=O)O)N1CC(C1)(F)F (6-(cyclopropylmethoxy)-5-(3,3-difluoroazetidin-1-yl)picolinic acid), CC(CC(N)C=1C=NC=CC1)C (3-methyl-1-(pyridin-3-yl)butan-1-amine). Product: CC(CC(C=1C=NC=CC1)NC(=O)C1=NC(=C(C=C1)N1CC(C1)(F)F)OCC1CC1)C (6-Cyclopropylmethoxy-5-(3,3-difluoro-azetidin-1-yl)-pyridine-2-carboxylic acid (3-methyl-1-pyridin-3-yl-butyl)-amide). Reaction SMILES: [CH:1]1([CH2:4][O:5][C:6]2[N:11]=[C:10]([C:12]([OH:14])=O)[CH:9]=[CH:8][C:7]=2[N:15]2[CH2:18][C:17]([F:20])([F:19])[CH2:16]2)[CH2:3][CH2:2]1.[CH3:21][CH:22]([CH3:32])[CH2:23][CH:24]([C:26]1[CH:27]=[N:28][CH:29]=[CH:30][CH:31]=1)[NH2:25]>>[CH3:21][CH:22]([CH3:32])[CH2:23][CH:24]([NH:25][C:12]([C:10]1[CH:9]=[CH:8][C:7]([N:15]2[CH2:18][C:17]([F:20])([F:19])[CH2:16]2)=[C:6]([O:5][CH2:4][CH:1]2[CH2:2][CH2:3]2)[N:11]=1)=[O:14])[C:26]1[CH:27]=[N:28][CH:29]=[CH:30][CH:31]=1. Reported procedure: In analogy to the procedure described in Example 293, 6-(cyclopropylmethoxy)-5-(3,3-difluoroazetidin-1-yl)picolinic acid (Example 69 b) and 3-methyl-1-(pyridin-3-yl)butan-1-amine (CAN 938459-12-2) were condensed to the title product. MS (EI): m/e=431.5 [M+H]+.